Dataset: the Open Reaction Database (ORD), a public repository of structured organic reaction records. Task: describe an organic reaction: reactants, conditions, products, and yield Reactants: Cc1cc(C)c(N=C=O)c(C)c1, Cl, CN1CCCC1=N, c1ccccc1. The product is Cc1cc(C)c(NC(=O)N=C2CCCN2C)c(C)c1. As a reaction SMILES: [CH3:9][c:10]1[c:11]([N:18]=[C:19]=[O:20])[c:12]([CH3:17])[cH:13][c:14]([CH3:16])[cH:15]1.[ClH:1].[NH:2]=[C:3]1[N:4]([CH3:8])[CH2:5][CH2:6][CH2:7]1.[cH:21]1[cH:22][cH:23][cH:24][cH:25][cH:26]1>>[N:2](=[C:3]1[N:4]([CH3:8])[CH2:5][CH2:6][CH2:7]1)[C:19]([NH:18][c:11]1[c:10]([CH3:9])[cH:15][c:14]([CH3:16])[cH:13][c:12]1[CH3:17])=[O:20]. Reactants: OC1=C(C(=O)OCC)C=C(C(=C1)C(=O)OCC)O (diethyl 2,5-dihydroxyterephthalate), [H-].[Na+] (sodium hydride), [N+](=O)([O-])C1=C(C=CC(=C1)S(=O)(=O)C(F)(F)F)Cl (2-nitro-4-(trifluoromethylsulfonyl)chlorobenzene). The solvent is C1CCOC1 (THF). Conditions: time 8 hour. Yields the product C(C)OC(C1=C(C=C(C(=O)OCC)C(=C1)OC1=C(C=C(C=C1)S(=O)(=O)C(F)(F)F)[N+](=O)[O-])O)=O (2-Hydroxy-5-(2-nitro-4-trifluoromethanesulfonyl-phenoxy)-terephthalic acid diethyl ester). Reaction SMILES: [OH:1][C:2]1[CH:12]=[C:11]([C:13]([O:15][CH2:16][CH3:17])=[O:14])[C:10]([OH:18])=[CH:9][C:3]=1[C:4]([O:6][CH2:7][CH3:8])=[O:5].[H-].[Na+].[N+:21]([C:24]1[CH:29]=[C:28]([S:30]([C:33]([F:36])([F:35])[F:34])(=[O:32])=[O:31])[CH:27]=[CH:26][C:25]=1Cl)([O-:23])=[O:22]>C1COCC1>[CH2:16]([O:15][C:13](=[O:14])[C:11]1[CH:12]=[C:2]([O:1][C:25]2[CH:26]=[CH:27][C:28]([S:30]([C:33]([F:35])([F:36])[F:34])(=[O:32])=[O:31])=[CH:29][C:24]=2[N+:21]([O-:23])=[O:22])[C:3]([C:4]([O:6][CH2:7][CH3:8])=[O:5])=[CH:9][C:10]=1[OH:18])[CH3:17] |f:1.2|. Procedure: To a solution of diethyl 2,5-dihydroxyterephthalate (100 mg, 0.393 mmol) in THF was added sodium hydride (32 mg of 60% dispersion in mineral oil) followed by 2-nitro-4-(trifluoromethylsulfonyl)chlorobenzene (228 mg, 0.787 mmol). The mixture was stirred at room temperature for overnight. The reaction was extracted with ethyl acetate, the organic layer was washed with water and brine, dried, concentrated and purified to give the title compound. 1H NMR (300 MHz, DMSO-d6) δ 10.77 (br s, 1H, OH), 8.7... The reactants are NCC(=O)[C@H]1[C@@](O[C@@H]([C@H]([C@@H]1O)O)CO)(N(C(CCCCCCC\C=C/CCCCCCCC)=O)CCCCCCCCCCCCCC)N (N-(2-glycyl-amino-2-deoxy-β-glucopyranosyl)-N-tetradecyl-oleamide), C(C)(C)(C)OC(=O)N[C@@H](C)C(=O)O (N-tert-butyloxycarbonyl-L-alanine). The solvent is O1CCCC1 (tetrahydrofuran). Product: C(C)(C)(C)OC(=O)N[C@@H](C)C(=O)NCC(=O)[C@H]1[C@@](O[C@@H]([C@H]([C@@H]1O)O)CO)(N(C(CCCCCCC\C=C/CCCCCCCC)=O)CCCCCCCCCCCCCC)N (N-[2-(N-tert-Butyloxycarbonyl-L-alanyl-glycyl)-amino-2-deoxy-β-D-glucopyranosyl]-N-tetradecyl-oleamide). Yield: 79.0%. As a reaction SMILES: [NH2:1][CH2:2][C:3]([C@@H:5]1[C@@H:10]([OH:11])[C@H:9]([OH:12])[C@@H:8]([CH2:13][OH:14])[O:7][C@@:6]1([NH2:49])[N:15]([CH2:35][CH2:36][CH2:37][CH2:38][CH2:39][CH2:40][CH2:41][CH2:42][CH2:43][CH2:44][CH2:45][CH2:46][CH2:47][CH3:48])[C:16](=[O:34])[CH2:17][CH2:18][CH2:19][CH2:20][CH2:21][CH2:22][CH2:23]/[CH:24]=[CH:25]\[CH2:26][CH2:27][CH2:28][CH2:29][CH2:30][CH2:31][CH2:32][CH3:33])=[O:4].[C:50]([O:54][C:55]([NH:57][C@H:58]([C:60](O)=[O:61])[CH3:59])=[O:56])([CH3:53])([CH3:52])[CH3:51]>O1CCCC1>[C:50]([O:54][C:55]([NH:57][C@H:58]([C:60]([NH:1][CH2:2][C:3]([C@@H:5]1[C@@H:10]([OH:11])[C@H:9]([OH:12])[C@@H:8]([CH2:13][OH:14])[O:7][C@@:6]1([NH2:49])[N:15]([CH2:35][CH2:36][CH2:37][CH2:38][CH2:39][CH2:40][CH2:41][CH2:42][CH2:43][CH2:44][CH2:45][CH2:46][CH2:47][CH3:48])[C:16](=[O:34])[CH2:17][CH2:18][CH2:19][CH2:20][CH2:21][CH2:22][CH2:23]/[CH:24]=[CH:25]\[CH2:26][CH2:27][CH2:28][CH2:29][CH2:30][CH2:31][CH2:32][CH3:33])=[O:4])=[O:61])[CH3:59])=[O:56])([CH3:52])([CH3:53])[CH3:51]. Procedure details: from N-(2-glycyl-amino-2-deoxy-β-glucopyranosyl)-N-tetradecyl-oleamide and N-tert-butyloxycarbonyl-L-alanine. Yield 79%. [α]D =+12.1° (c=0.87, tetrahydrofuran). Starting materials: CCOC(=O)C (EtOAc), Cl.NC1CC2=CC(=C(C(=C2C1)[N+](=O)[O-])N)Br (2,5-diamino-6-bromo-4-nitroindane hydrochloride), BrCCCCCBr (1,5-dibromopentane), C(C)(C)N(CC)C(C)C (diisopropylethylamine). The solvent is CO (methanol), CN(C)C=O (DMF). Reaction conditions: temperature 50 celsius. Product: NC=1C(=C2CC(CC2=CC1Br)N1CCCCC1)[N+](=O)[O-] (5-Amino-6-bromo-4-nitro-2-piperidin-1-yl-indane). Yield: 47.0%. Reaction SMILES: Cl.[NH2:2][CH:3]1[CH2:11][C:10]2[C:5](=[CH:6][C:7]([Br:16])=[C:8]([NH2:15])[C:9]=2[N+:12]([O-:14])=[O:13])[CH2:4]1.Br[CH2:18][CH2:19][CH2:20][CH2:21][CH2:22]Br.C(N(C(C)C)CC)(C)C.CCOC(C)=O>CN(C=O)C.CO>[NH2:15][C:8]1[C:9]([N+:12]([O-:14])=[O:13])=[C:10]2[C:5](=[CH:6][C:7]=1[Br:16])[CH2:4][CH:3]([N:2]1[CH2:22][CH2:21][CH2:20][CH2:19][CH2:18]1)[CH2:11]2 |f:0.1|. Procedure: A mixture of 2,5-diamino-6-bromo-4-nitroindane hydrochloride (1.5 g, 5 mmol), 1,5-dibromopentane (1.4 g, 6 mmol) and diisopropylethylamine (1.3 g, 10 mmol) in DMF (100 mL) was heated at 50° C. for 24 h. The solvent was evaporated and the residue taken up in methylene chloride:water. The aqueous layer was basified with 2N NaOH and back extracted. The combined organic layers were dried over sodium sulfate, filtered and evaporated to give a syrup. The purified product (0.8 g) was obtained from colu... Starting materials: [OH-].[Na+] (sodium hydroxide), ClC1=C(C=CC(=C1)OC)O (2-chloro-4-methoxyphenol), BrCCBr (1,2-dibromoethane). The reagents and catalysts are [Cl-].C(C)[N+](CC1=CC=CC=C1)(CC)CC (N,N,N-triethylbenzenemethanaminium chloride). Run in O (water), O (water). Reaction conditions: time 8 hour. The product is 14, BrCCOC1=C(C=C(C=C1)OC)Cl (1-(2-bromoethoxy)-2-chloro-4-methoxybenzene). Isolated yield 52.7%. Reaction SMILES: [OH-].[Na+].[Cl:3][C:4]1[CH:9]=[C:8]([O:10][CH3:11])[CH:7]=[CH:6][C:5]=1[OH:12].[Br:13][CH2:14][CH2:15]Br>[Cl-].C([N+](CC)(CC)CC1C=CC=CC=1)C.O>[Br:13][CH2:14][CH2:15][O:12][C:5]1[CH:6]=[CH:7][C:8]([O:10][CH3:11])=[CH:9][C:4]=1[Cl:3] |f:0.1,4.5|. Reported procedure: To a stirred mixture of 0.5 parts of N,N,N-triethylbenzenemethanaminium chloride, 4 parts to sodium hydroxide and 40 parts of water were added dropwise 16 parts of 2-chloro-4-methoxyphenol and 18.2 parts of 1,2-dibromoethane at 50° C. Upon complete addition, stirring was continued overnight at 50° C. The reaction mixture was poured into water and the product was extracted with a mixture of 2,2'-oxybispropane and dichloromethane. The extract was dried, filtered and evaporated, yielding 14 parts (... Yields the product CCCC1CCC(c2ccc(CC#N)cc2)CC1. As a reaction SMILES: [C-:18]#[N:19].[CH2:1]([CH2:2][CH3:3])[CH:4]1[CH2:5][CH2:6][CH:7]([c:10]2[cH:11][cH:12][c:13]([CH2:14][Cl:15])[cH:16][cH:17]2)[CH2:8][CH2:9]1.[CH3:21][S:22]([CH3:23])=[O:24].[Na+:20].[OH2:25]>>[CH2:1]([CH2:2][CH3:3])[CH:4]1[CH2:5][CH2:6][CH:7]([c:10]2[cH:11][cH:12][c:13]([CH2:14][C:18]#[N:19])[cH:16][cH:17]2)[CH2:8][CH2:9]1. Starting materials: [C-]#N, CCCC1CCC(c2ccc(CCl)cc2)CC1, CS(C)=O, [Na+], O.